describe an organic reaction: reactants, conditions, products, and yield From a dataset of the Open Reaction Database (ORD), a public repository of structured organic reaction records. Reactants: C(C)(=O)N1CC2=C(C(=CC=C2CC1)Cl)S (N-acetyl-7-chloro-8-mercapto-1,2,3,4-tetrahydroisoquinoline). Run in Cl (hydrochloric acid). The product is Cl.ClC1=CC=C2CCNCC2=C1S (7-chloro-8-mercapto-1,2,3,4-tetrahydroisoquinoline hydrochloride). Reaction SMILES: C([N:4]1[CH2:13][CH2:12][C:11]2[C:6](=[C:7]([SH:15])[C:8]([Cl:14])=[CH:9][CH:10]=2)[CH2:5]1)(=O)C>Cl>[ClH:14].[Cl:14][C:8]1[C:7]([SH:15])=[C:6]2[C:11]([CH2:12][CH2:13][NH:4][CH2:5]2)=[CH:10][CH:9]=1 |f:2.3|. Procedure: A suspension of N-acetyl-7-chloro-8-mercapto-1,2,3,4-tetrahydroisoquinoline (1 g., 0.004 m.) in dilute hydrochloric acid was refluxed for three hours under an argon atmosphere. The reaction mixture was evaporated under reduced pressure and the residue was dried by evaporation from methanol-toluene. Recrystallization from methanol-ethyl acetate gave 7-chloro-8-mercapto-1,2,3,4-tetrahydroisoquinoline hydrochloride, m.p. 205°-207° C. Reaction conditions: time 12 hour. Isolated yield 145.8%. The reactants are [N+](=O)([O-])OCC(CO[N+](=O)[O-])(CO[N+](=O)[O-])CO (Pentaerythritol trinitrate), C1(CCCC(=O)O1)=O (glutaric anhydride). As a reaction SMILES: [N+:1]([O:4][CH2:5][C:6]([CH2:17][OH:18])([CH2:12][O:13][N+]([O-])=O)[CH2:7][O:8][N+]([O-])=O)([O-:3])=[O:2].[C:19]1(=[O:26])[O:25][C:23](=[O:24])[CH2:22][CH2:21][CH2:20]1>CN(C)C1C=CN=CC=1.CCOCC>[C:19]([OH:25])(=[O:26])[CH2:20][CH2:21][CH2:22][C:23]([OH:2])=[O:24].[N+:1]([O-:4])([OH:3])=[O:2].[N+:1]([O-:4])([OH:3])=[O:2].[N+:1]([O-:4])([OH:3])=[O:2].[OH:4][CH2:5][C:6]([CH2:17][OH:18])([CH2:12][OH:13])[CH2:7][OH:8] |f:4.5.6.7.8|. Solvent: CCOCC (ether). Reported procedure: Pentaerythritol trinitrate (0.8 gram, 0.003 mol) was combined with 0.4 gram (0.03 mol) of glutaric anhydride and 50 mg of 4-dimethylamino pyridine in 25 ml of ether. The mixture was stirred at boiling for 12 hours and concentrated under vacuum, then the oily residue was partitioned between ether and saturated NaHCO3. The aqueous base layer was removed and acidified with 1N HCl to approximately pH 6. The solution was cooled in ice and after 15 minutes a white precipitate was collected, washed wit... The product is C(CCCC(=O)O)(=O)O.[N+](=O)(O)[O-].[N+](=O)(O)[O-].[N+](=O)(O)[O-].OCC(CO)(CO)CO (pentaerythritol trinitrate glutarate). Reagents/catalysts: CN(C1=CC=NC=C1)C (4-dimethylamino pyridine). The reactants are CN(C)CC1CC1c1ccc2c(C=O)c[nH]c2c1, CC(=O)O, CCC[N+](=O)[O-], [NH4+], [NH4+], [Na+], [OH-], O, O=P([O-])([O-])O. The product is CN(C)CC1CC1c1ccc2c(C#N)c[nH]c2c1. RXN SMILES: [CH3:1][N:2]([CH3:3])[CH2:4][CH:5]1[CH:6]([c:8]2[cH:9][cH:10][c:11]3[c:12]([CH:17]=[O:18])[cH:13][nH:14][c:15]3[cH:16]2)[CH2:7]1.[CH3:34][C:35](=[O:36])[OH:37].[N+:26]([CH2:27][CH2:28][CH3:29])([O-:30])=[O:31].[NH4+:24].[NH4+:25].[Na+:33].[OH-:32].[OH2:38].[P:19]([O-:20])([O-:21])([OH:22])=[O:23]>>[CH3:1][N:2]([CH3:3])[CH2:4][CH:5]1[CH:6]([c:8]2[cH:9][cH:10][c:11]3[c:12]([C:17]#[N:26])[cH:13][nH:14][c:15]3[cH:16]2)[CH2:7]1. Reactants: NC1=CC=C(C=C1)SSC1=CC=C(C=C1)N (bis(4-aminophenyl) disulfide), S(N)(=O)(=O)C1=CC=C(C=O)C=C1 (4-sulfamoylbenzaldehyde). Yields the product S(N)(=O)(=O)C1=CC=C(C=NC2=CC=C(C=C2)SSC2=CC=C(C=C2)N=CC2=CC=C(C=C2)S(N)(=O)=O)C=C1 (Bis[4-(4-sulfamoylbenzylideneamino)phenyl] disulfide), powder. The yield is 58.0%. RXN SMILES: [NH2:1][C:2]1[CH:7]=[CH:6][C:5]([S:8][S:9][C:10]2[CH:15]=[CH:14][C:13]([NH2:16])=[CH:12][CH:11]=2)=[CH:4][CH:3]=1.[S:17]([C:21]1[CH:28]=[CH:27][C:24]([CH:25]=O)=[CH:23][CH:22]=1)(=[O:20])(=[O:19])[NH2:18]>>[S:17]([C:21]1[CH:28]=[CH:27][C:24]([CH:25]=[N:16][C:13]2[CH:14]=[CH:15][C:10]([S:9][S:8][C:5]3[CH:4]=[CH:3][C:2]([N:1]=[CH:25][C:24]4[CH:27]=[CH:28][C:21]([S:17](=[O:20])(=[O:19])[NH2:18])=[CH:22][CH:23]=4)=[CH:7][CH:6]=3)=[CH:11][CH:12]=2)=[CH:23][CH:22]=1)(=[O:20])(=[O:19])[NH2:18]. Procedure details: Following a procedure similar to that described in Example 1(i), but using bis(4-aminophenyl) disulfide [prepared as described in step (i) above] and 4-sulfamoylbenzaldehyde as starting materials, the title compound was obtained as a slightly yellow powder (yield 58%), melting at 200-230° C. Solvent: C1CCOC1 (THF). Procedure details: To tert-butyl 3-hydroxy-2,3-dimethylbutan-2-ylcarbamate (10.02 g, 46.1 mmol) in THF (300 ml) was added portion wise potassium 2-methylpropan-2-olate (7.24 g, 64.6 mmol). The reaction was stirred for five hours and quenched with HCl (1 M, 66 mL) to pH=2. The reaction mixture was then concentrated under vacuum to about one third of the volume, and diluted with water (50 mL). The aqueous layer was then extracted with DCM (3×100 mL). The combined organic was washed with brine (50 mL), dried (Na2SO4)... Reaction conditions: time 5 hour. Reaction SMILES: OC(C)(C)[C:3]([NH:6][C:7](=[O:13])[O:8][C:9]([CH3:12])([CH3:11])C)([CH3:5])[CH3:4].CC([O-])(C)C.[K+]>C1COCC1>[CH3:5][C:3]1([CH3:4])[C:9]([CH3:11])([CH3:12])[O:8][C:7](=[O:13])[NH:6]1 |f:1.2|. Yields the product CC1(NC(OC1(C)C)=O)C (4,4,5,5-tetramethyloxazolidin-2-one). Yield: 94.7%. The reactants are OC(C(C)(C)NC(OC(C)(C)C)=O)(C)C (tert-butyl 3-hydroxy-2,3-dimethylbutan-2-ylcarbamate), CC(C)(C)[O-].[K+] (potassium 2-methylpropan-2-olate). Reactants: CC(CNC(=O)C(F)(F)F)C(O)c1cccc(Br)c1, C#CC(O)(CCC)CCC. Reaction SMILES: [Br:1][c:2]1[cH:3][c:4]([CH:8]([CH:9]([CH2:10][NH:11][C:12]([C:13]([F:14])([F:15])[F:16])=[O:17])[CH3:18])[OH:19])[cH:5][cH:6][cH:7]1.[C:20](#[CH:21])[C:22]([CH2:23][CH2:24][CH3:25])([CH2:26][CH2:27][CH3:28])[OH:29]>>[c:2]1([C:21]#[C:20][C:22]([CH2:23][CH2:24][CH3:25])([CH2:26][CH2:27][CH3:28])[OH:29])[cH:3][c:4]([CH:8]([CH:9]([CH2:10][NH:11][C:12]([C:13]([F:14])([F:15])[F:16])=[O:17])[CH3:18])[OH:19])[cH:5][cH:6][cH:7]1. Yields the product CCCC(O)(C#Cc1cccc(C(O)C(C)CNC(=O)C(F)(F)F)c1)CCC. The reactants are [BH4-], Cc1cc(C)c(C(=O)c2cc(-n3ccnc3)ccc2C)c(C)c1, CCO, [Na+], O. Product: Cc1cc(C)c(C(O)c2cc(-n3ccnc3)ccc2C)c(C)c1. As a reaction SMILES: [BH4-:27].[CH3:1][c:2]1[c:3]([C:4](=[O:5])[c:6]2[c:7]([CH3:14])[cH:8][c:9]([CH3:13])[cH:10][c:11]2[CH3:12])[cH:15][c:16](-[n:19]2[cH:20][n:21][cH:22][cH:23]2)[cH:17][cH:18]1.[CH3:24][CH2:25][OH:26].[Na+:28].[OH2:29]>>[CH3:1][c:2]1[c:3]([CH:4]([OH:5])[c:6]2[c:7]([CH3:14])[cH:8][c:9]([CH3:13])[cH:10][c:11]2[CH3:12])[cH:15][c:16](-[n:19]2[cH:20][n:21][cH:22][cH:23]2)[cH:17][cH:18]1. Reactants: C=O (formaldehyde), OC1=CC(=C(CC2=C(C(=CC(=C2C)C)CC2=C(C=C(C(=C2)C)O)C)O)C=C1C)C (2,6-bis(4-hydroxy-2,5-dimethylbenzyl)-3,4-dimethylphenol), [OH-].[Na+] (sodium hydroxide), O (water), C(C)(=O)O (acetic acid). Solvent: O1CCCC1 (tetrahydrofuran). Conditions: temperature 40 celsius, time 1 hour. Yields the product OC1=C(C(=C(CC2=C(C(=CC(=C2C)C)CC2=C(C(=C(C(=C2)C)O)CO)C)O)C=C1C)C)CO (2,6-bis(4-hydroxy-3-hydroxymethyl-2,5-dimethylbenzyl)-3,4-dimethylphenol). The yield is 100.0%. Reaction SMILES: [OH:1][C:2]1[C:27]([CH3:28])=[CH:26][C:5]([CH2:6][C:7]2[C:12]([CH3:13])=[C:11]([CH3:14])[CH:10]=[C:9]([CH2:15][C:16]3[CH:21]=[C:20]([CH3:22])[C:19]([OH:23])=[CH:18][C:17]=3[CH3:24])[C:8]=2[OH:25])=[C:4]([CH3:29])[CH:3]=1.[OH-:30].[Na+].O.[CH2:33]=O.[C:35]([OH:38])(=O)C>O1CCCC1>[OH:1][C:2]1[C:27]([CH3:28])=[CH:26][C:5]([CH2:6][C:7]2[C:12]([CH3:13])=[C:11]([CH3:14])[CH:10]=[C:9]([CH2:15][C:16]3[CH:21]=[C:20]([CH3:22])[C:19]([OH:23])=[C:18]([CH2:33][OH:30])[C:17]=3[CH3:24])[C:8]=2[OH:25])=[C:4]([CH3:29])[C:3]=1[CH2:35][OH:38] |f:1.2|. Procedure: Into a 100 ml four-necked flask were charged 5.86 g of above-obtained 2,6-bis(4-hydroxy-2,5-dimethylbenzyl)-3,4-dimethylphenol having a purity of 95.7%, 2.16 g of sodium hydroxide, 21.6 g of water and 2.16 g of tetrahydrofuran and they were completely dissolved. While stirring at 40° C., 7.30 g of 37% formaldehyde was added dropwise thereto over 1 hour, and the reaction was conducted for one more hour. After completionof reaction, 3 g of 90% aqueous acetic acid solution was added for neutralizat...